Dataset: the Open Reaction Database (ORD), a public repository of structured organic reaction records. Task: describe an organic reaction: reactants, conditions, products, and yield Reactants: NC1=CC=C(CC2OC(C(N(CC(OC(C(N(C(C(OC(C(N(CC(OC(C(N(C2=O)C)CC(C)C)=O)C)C)CC(C)C)=O)CC2=CC=C(C=C2)N)=O)C)CC(C)C)=O)C)C)CC(C)C)=O)C=C1 (8,20-bis-(4-aminobenzyl)-5,11,17,23-tetraisobutyl-2,4,10,14,16,22-hexamethyl-1,7,13,19-tetraoxa-4,10,16,22-tetraaza-cyclotetracosan-6,9,12,18,21,24-hexaone), C1(C=2C(C(=O)O1)=CC=CC2)=O (phthalic anhydride). Reported procedure: 475.6 mg (0.50 mmol) of 8,20-bis-(4-aminobenzyl)-5,11,17,23-tetraisobutyl-2,4,10,14,16,22-hexamethyl-1,7,13,19-tetraoxa-4,10,16,22-tetraaza-cyclotetracosan-6,9,12,18,21,24-hexaone (for example from Example 4) were initially charged in 1.5 ml of glacial acetic acid and heated under reflux with 162.9 mg (1.1 mmol) of phthalic anhydride for 5 h. The mixture was concentrated, the residue was taken up in tertbutyl methyl ether (MTBE) and washed with sodium bicarbonate solution and saturated sodium ch... Run in C(C)(=O)O (acetic acid). Product: C1(C=2C(C(N1C1=CC=C(CC3OC(C(N(CC(OC(C(N(C(C(OC(C(N(CC(OC(C(N(C3=O)C)CC(C)C)=O)C)C)CC(C)C)=O)CC3=CC=C(C=C3)N3C(C=4C(C3=O)=CC=CC4)=O)=O)C)CC(C)C)=O)C)C)CC(C)C)=O)C=C1)=O)=CC=CC2)=O (8,20-bis-(4-phthalimidobenzyl)-5,11,17,23-tetraisobutyl-2,4,10,14,16,22-hexamethyl-1,7,13,19-tetraoxa-4,10,16,22-tetraaza-cyclotetracosan-6,9,12,18,21,24-hexaone). Reaction SMILES: [NH2:1][C:2]1[CH:68]=[CH:67][C:5]([CH2:6][CH:7]2[C:30](=[O:31])[N:29]([CH3:32])[CH:28]([CH2:33][CH:34]([CH3:36])[CH3:35])[C:27](=[O:37])[O:26][CH:25]([CH3:38])[CH2:24][N:23]([CH3:39])[CH:22]([CH2:40][CH:41]([CH3:43])[CH3:42])[C:21](=[O:44])[O:20][CH:19]([CH2:45][C:46]3[CH:51]=[CH:50][C:49]([NH2:52])=[CH:48][CH:47]=3)[C:18](=[O:53])[N:17]([CH3:54])[CH:16]([CH2:55][CH:56]([CH3:58])[CH3:57])[C:15](=[O:59])[O:14][CH:13]([CH3:60])[CH2:12][N:11]([CH3:61])[CH:10]([CH2:62][CH:63]([CH3:65])[CH3:64])[C:9](=[O:66])[O:8]2)=[CH:4][CH:3]=1.[C:69]1(=[O:79])O[C:72](=[O:73])[C:71]2=[CH:75][CH:76]=[CH:77][CH:78]=[C:70]12>C(O)(=O)C>[C:69]1(=[O:79])[N:52]([C:49]2[CH:50]=[CH:51][C:46]([CH2:45][CH:19]3[C:18](=[O:53])[N:17]([CH3:54])[CH:16]([CH2:55][CH:56]([CH3:57])[CH3:58])[C:15](=[O:59])[O:14][CH:13]([CH3:60])[CH2:12][N:11]([CH3:61])[CH:10]([CH2:62][CH:63]([CH3:65])[CH3:64])[C:9](=[O:66])[O:8][CH:7]([CH2:6][C:5]4[CH:67]=[CH:68][C:2]([N:1]5[C:69](=[O:79])[C:70]6=[CH:78][CH:77]=[CH:76][CH:75]=[C:71]6[C:72]5=[O:73])=[CH:3][CH:4]=4)[C:30](=[O:31])[N:29]([CH3:32])[CH:28]([CH2:33][CH:34]([CH3:35])[CH3:36])[C:27](=[O:37])[O:26][CH:25]([CH3:38])[CH2:24][N:23]([CH3:39])[CH:22]([CH2:40][CH:41]([CH3:42])[CH3:43])[C:21](=[O:44])[O:20]3)=[CH:47][CH:48]=2)[C:72](=[O:73])[C:71]2=[CH:75][CH:76]=[CH:77][CH:78]=[C:70]12. The reactants are COC=C1C(=O)NC(=O)c2ccc(Br)cc21, CN(C)C=O, NCCc1c[nH]c2ccccc12. The product is O=C1NC(=O)c2ccc(Br)cc2C1=CNCCc1c[nH]c2ccccc12. Reaction SMILES: [Br:1][c:2]1[cH:3][c:4]2[c:9]([cH:10][cH:11]1)[C:8](=[O:12])[NH:7][C:6](=[O:13])[C:5]2=[CH:14][O:15][CH3:16].[CH3:29][N:30]([CH3:31])[CH:32]=[O:33].[NH2:17][CH2:18][CH2:19][c:20]1[cH:21][nH:22][c:23]2[cH:24][cH:25][cH:26][cH:27][c:28]12>>[Br:1][c:2]1[cH:3][c:4]2[c:9]([cH:10][cH:11]1)[C:8](=[O:12])[NH:7][C:6](=[O:13])[C:5]2=[CH:14][NH:17][CH2:18][CH2:19][c:20]1[cH:21][nH:22][c:23]2[cH:24][cH:25][cH:26][cH:27][c:28]12. The reactants are CC(=O)O (AcOH), CC[O-].[Na+] (NaOEt), solution, C(C)OC(CC1=CC=C(C=C1)N1N=NC=C1)=O (ethyl(4-[1,2,3]triazol-1-ylphenyl)acetate), O1CCC(CC1)C=O (tetrahydropyran-4-carboxaldehyde). Solvent: CCOC(=O)C (EtOAc), CCO (EtOH), CS(=O)C (DMSO). Conditions: temperature 80 celsius. Yields the product O1CCC(CC1)C=C(C(=O)OCC)C1=CC=C(C=C1)N1N=NC=C1 (ethyl 3-(tetrahydropyran-4-yl)-2(4-[1,2,3]triazol-1-ylphenyl)acrylate). As a reaction SMILES: CC[O-].[Na+].[CH2:5]([O:7][C:8](=[O:21])[CH2:9][C:10]1[CH:15]=[CH:14][C:13]([N:16]2[CH:20]=[CH:19][N:18]=[N:17]2)=[CH:12][CH:11]=1)[CH3:6].[O:22]1[CH2:27][CH2:26][CH:25]([CH:28]=O)[CH2:24][CH2:23]1.CC(O)=O>CCO.CS(C)=O.CCOC(C)=O>[O:22]1[CH2:27][CH2:26][CH:25]([CH:28]=[C:9]([C:10]2[CH:11]=[CH:12][C:13]([N:16]3[CH:20]=[CH:19][N:18]=[N:17]3)=[CH:14][CH:15]=2)[C:8]([O:7][CH2:5][CH3:6])=[O:21])[CH2:24][CH2:23]1 |f:0.1|. Reported procedure: NaOEt (0.63 mL of a 0.5M solution in EtOH, 0.32 mmol) was added dropwise to a stirred solution of ethyl(4-[1,2,3]triazol-1-ylphenyl)acetate (730 mg, 3.16 mmol) and tetrahydropyran-4-carboxaldehyde (396 mg, 3.47 mmol) in anhydrous DMSO (3 mL). The mixture was heated at 80° C. for 16 h, before being treated with AcOH to adjust the pH to 7. EtOAc (30 mL) was added, then the solution was washed with H2O (2×10 mL) and brine (10 mL), before being dried (MgSO4). Filtration, solvent evaporation, and col... Starting materials: CCC1(C(F)(F)F)Oc2ccc(Cl)c(F)c2C=C1C(=O)O, C1CCOC1, CCO, [Li+], [OH-], O, O. Yields the product O=C(O)C1=Cc2c(ccc(Cl)c2F)OC1C(F)(F)F. As a reaction SMILES: [CH2:1]([CH3:2])[C:3]1([C:18]([F:19])([F:20])[F:21])[O:4][c:5]2[cH:6][cH:7][c:8]([Cl:17])[c:9]([F:16])[c:10]2[CH:11]=[C:12]1[C:13](=[O:14])[OH:15].[CH2:28]1[O:29][CH2:30][CH2:31][CH2:32]1.[CH3:25][CH2:26][OH:27].[Li+:24].[OH-:23].[OH2:22].[OH2:33]>>[CH:3]1([C:18]([F:19])([F:20])[F:21])[O:4][c:5]2[cH:6][cH:7][c:8]([Cl:17])[c:9]([F:16])[c:10]2[CH:11]=[C:12]1[C:13](=[O:14])[OH:15]. Starting materials: CI, CN(C)C=O, CCOC(C)=O, [Cl-], CC(C)(C)OC(=O)N1CC(O)(c2cccc(F)c2F)C1, [H-], [Li+], [Na+]. The product is COC1(c2cccc(F)c2F)CN(C(=O)OC(C)(C)C)C1. As a reaction SMILES: [CH3:23][I:24].[CH3:27][N:28]([CH3:29])[CH:30]=[O:31].[CH3:32][CH2:33][O:34][C:35](=[O:36])[CH3:37].[Cl-:26].[F:1][c:2]1[c:3]([C:9]2([OH:20])[CH2:10][N:11]([C:13](=[O:14])[O:15][C:16]([CH3:17])([CH3:18])[CH3:19])[CH2:12]2)[cH:4][cH:5][cH:6][c:7]1[F:8].[H-:21].[Li+:25].[Na+:22]>>[F:1][c:2]1[c:3]([C:9]2([O:20][CH3:23])[CH2:10][N:11]([C:13](=[O:14])[O:15][C:16]([CH3:17])([CH3:18])[CH3:19])[CH2:12]2)[cH:4][cH:5][cH:6][c:7]1[F:8].